Dataset: the Open Reaction Database (ORD), a public repository of structured organic reaction records. Task: describe an organic reaction: reactants, conditions, products, and yield Yields the product C(#N)C[C@H]1CCCN(C2=C1C=CC=C2)S(=O)(=O)C2=CC=C(C=C2)C ((5R)-5-cyanomethyl-1-(p-toluenesulfonyl)-2,3,4,5-tetrahydro-1H-benzazepine). Procedure: A mixture of (5S)-5-iodomethyl-1-(p-toluenesulfonyl)-2,3,4,5-tetrahydro-1H-benzazepine (1.41 g), potassium cyanide (0.42 g), a catalytic amount of 18-crown-6 and dimethylformamide (16 ml) is heated with stirring at 85° C. for one hour. To the mixture is added potassium cyanide (0.42 g), and the mixture is further stirred at 85° C. for totally 6 hours. To the reaction solution is added ice, and the mixture is extracted with ethyl acetate--toluene. The extract is dried over sodium sulfate, and con... Yield: 37.7%. RXN SMILES: I[CH2:2][C@@H:3]1[C:9]2[CH:10]=[CH:11][CH:12]=[CH:13][C:8]=2[N:7]([S:14]([C:17]2[CH:22]=[CH:21][C:20]([CH3:23])=[CH:19][CH:18]=2)(=[O:16])=[O:15])[CH2:6][CH2:5][CH2:4]1.[C-:24]#[N:25].[K+].C1OCCOCCOCCOCCOCCOC1>CN(C)C=O>[C:24]([CH2:2][C@@H:3]1[C:9]2[CH:10]=[CH:11][CH:12]=[CH:13][C:8]=2[N:7]([S:14]([C:17]2[CH:22]=[CH:21][C:20]([CH3:23])=[CH:19][CH:18]=2)(=[O:16])=[O:15])[CH2:6][CH2:5][CH2:4]1)#[N:25] |f:1.2|. The reactants are [C-]#N.[K+] (potassium cyanide), IC[C@H]1CCCN(C2=C1C=CC=C2)S(=O)(=O)C2=CC=C(C=C2)C ((5S)-5-iodomethyl-1-(p-toluenesulfonyl)-2,3,4,5-tetrahydro-1H-benzazepine), [C-]#N.[K+] (potassium cyanide), C1COCCOCCOCCOCCOCCO1 (18-crown-6). Reaction conditions: temperature 85 celsius, time 1 hour. Solvent: CN(C=O)C (dimethylformamide). Reactants: CCC(C)(CC)C(=O)CC(N)(P(=O)(O)O)P(=O)(O)O, O=N[O-], [Na+], O. Product: CCC(C)(CC)C(=O)O. RXN SMILES: [CH2:1]([CH3:2])[C:3]([C:4]([CH2:5][C:6]([NH2:7])([P:8]([OH:9])(=[O:10])[OH:11])[P:12]([OH:13])(=[O:14])[OH:15])=[O:16])([CH2:17][CH3:18])[CH3:19].[N:20](=[O:21])[O-:22].[Na+:23].[OH2:24]>>[CH2:1]([CH3:2])[C:3]([C:4]([OH:16])=[O:21])([CH2:17][CH3:18])[CH3:19]. Reactants: Cl.ClC=1C=C(C=CC1S(N)(=O)=O)NN (3-chloro-4-sulfamoylphenylhydrazine hydrochloride), FC(C(CC(=O)C1=CC(=C(C=C1)C=1N=CSC1)C)=O)(F)F (4,4,4-trifluoro-1-[3-methyl-4-(4-thiazolyl)phenyl]butane-1,3-dione). The product is ClC1=C(C=CC(=C1)N1N=C(C=C1C1=CC(=C(C=C1)C=1N=CSC1)C)C(F)(F)F)S(=O)(=O)N (2-Chloro-4-[5-[3-methyl-4-(4-thiazolyl)phenyl]-3-(trifluoromethyl)-1H-pyrazol-1-yl]benzenesulfonamide). Reaction SMILES: Cl.[Cl:2][C:3]1[CH:4]=[C:5]([NH:13][NH2:14])[CH:6]=[CH:7][C:8]=1[S:9](=[O:12])(=[O:11])[NH2:10].[F:15][C:16]([F:35])([F:34])[C:17](=O)[CH2:18][C:19]([C:21]1[CH:26]=[CH:25][C:24]([C:27]2[N:28]=[CH:29][S:30][CH:31]=2)=[C:23]([CH3:32])[CH:22]=1)=O>>[Cl:2][C:3]1[CH:4]=[C:5]([N:13]2[C:19]([C:21]3[CH:26]=[CH:25][C:24]([C:27]4[N:28]=[CH:29][S:30][CH:31]=4)=[C:23]([CH3:32])[CH:22]=3)=[CH:18][C:17]([C:16]([F:35])([F:34])[F:15])=[N:14]2)[CH:6]=[CH:7][C:8]=1[S:9]([NH2:10])(=[O:11])=[O:12] |f:0.1|. Procedure details: The title compound was prepared according to the procedure of Example 60 using 3-chloro-4-sulfamoylphenylhydrazine hydrochloride instead of 3-fluoro-4-(methylsulfonyl)phenylhydrazine hydrochloride and 4,4,4-trifluoro-1-[3-methyl-4-(4-thiazolyl)phenyl]butane-1,3-dione instead of 4,4,4-trifluoro-1-[4-(2-furyl)phenyl]butane-1,3-dione in step 2. Starting materials: CC(C)(C)OC(=O)N1CCN(Cc2ccccc2)C(CN2C(=O)c3ccccc3C2=O)C1, CCO, ClCCl, NN, O. Yields the product CC(C)(C)OC(=O)N1CCN(Cc2ccccc2)C(CN)C1. Reaction SMILES: [CH2:1]([c:2]1[cH:3][cH:4][cH:5][cH:6][cH:7]1)[N:8]1[CH:9]([CH2:21][N:22]2[C:23](=[O:24])[c:25]3[c:26]([cH:27][cH:28][cH:29][cH:30]3)[C:31]2=[O:32])[CH2:10][N:11]([C:14](=[O:15])[O:16][C:17]([CH3:18])([CH3:19])[CH3:20])[CH2:12][CH2:13]1.[CH3:39][CH2:40][OH:41].[Cl:33][CH2:34][Cl:35].[NH2:37][NH2:38].[OH2:36]>>[CH2:1]([c:2]1[cH:3][cH:4][cH:5][cH:6][cH:7]1)[N:8]1[CH:9]([CH2:21][NH2:22])[CH2:10][N:11]([C:14](=[O:15])[O:16][C:17]([CH3:18])([CH3:19])[CH3:20])[CH2:12][CH2:13]1. Reactants: NC1=C(C(=C(C#N)C=C1)Cl)C (4-amino-2-chloro-3-methylbenzonitrile), CC1(C(NC(C1=O)C)=O)C (3,3,5-trimethylpyrrolidine-2,4-dione), C([O-])([O-])=O.[Cs+].[Cs+] (cesium carbonate), C1(=CC=CC=C1)P(C1=CC=CC=2C(C3=CC=CC(=C3OC12)P(C1=CC=CC=C1)C1=CC=CC=C1)(C)C)C1=CC=CC=C1 (4,5-bis(diphenylphosphino)-9,9-dimethylxanthene), ClC1=C(C#N)C=CC(=C1C)I (2-chloro-4-iodo-3-methylbenzonitrile). Reagents/catalysts: C=1C=CC(=CC1)/C=C/C(=O)/C=C/C2=CC=CC=C2.C=1C=CC(=CC1)/C=C/C(=O)/C=C/C2=CC=CC=C2.C=1C=CC(=CC1)/C=C/C(=O)/C=C/C2=CC=CC=C2.[Pd].[Pd] (tris(dibenzylideneacetone)dipalladium(0)). The product is ClC1=C(C#N)C=CC(=C1C)N1C(C(C(C1C)=O)(C)C)=O (2-chloro-3-methyl-4-(3,3,5-trimethyl-2,4-dioxopyrrolidin-1-yl)benzonitrile), solid. The yield is 6.0%. As a reaction SMILES: [Cl:1][C:2]1[C:9]([CH3:10])=[C:8](I)[CH:7]=[CH:6][C:3]=1[C:4]#[N:5].NC1C=CC(C#N)=C(Cl)C=1C.[CH3:23][C:24]1([CH3:32])[C:28](=[O:29])[CH:27]([CH3:30])[NH:26][C:25]1=[O:31].C(=O)([O-])[O-].[Cs+].[Cs+].C1(P(C2C=CC=CC=2)C2C3OC4C(=CC=CC=4P(C4C=CC=CC=4)C4C=CC=CC=4)C(C)(C)C=3C=CC=2)C=CC=CC=1>C1C=CC(/C=C/C(/C=C/C2C=CC=CC=2)=O)=CC=1.C1C=CC(/C=C/C(/C=C/C2C=CC=CC=2)=O)=CC=1.C1C=CC(/C=C/C(/C=C/C2C=CC=CC=2)=O)=CC=1.[Pd].[Pd]>[Cl:1][C:2]1[C:9]([CH3:10])=[C:8]([N:26]2[CH:27]([CH3:30])[C:28](=[O:29])[C:24]([CH3:32])([CH3:23])[C:25]2=[O:31])[CH:7]=[CH:6][C:3]=1[C:4]#[N:5] |f:3.4.5,7.8.9.10.11|. Procedure details: Using 2-chloro-4-iodo-3-methylbenzonitrile (894 mg) synthesized from 4-amino-2-chloro-3-methylbenzonitrile in the same method as in Reference Example 8, 3,3,5-trimethylpyrrolidine-2,4-dione (350 mg), cesium carbonate (1.21 g), tris(dibenzylideneacetone)dipalladium(0) (227 mg) and 4,5-bis(diphenylphosphino)-9,9-dimethylxanthene (287 mg), and in the same manner as in Reference Example 3, the title compound was obtained as a colorless solid (yield: 46 mg, 6%). Starting materials: BrCC1CCOCC1 (4-bromomethyltetrahydropyran), NC=1C=CC2=C(NC(CO2)=O)C1 (6-amino-3,4-dihydro-2H-1,4-benzoxazin-3-one), CN(C=O)C (dimethylformamide), [H-].[Na+] (sodium hydride). Solvent: O (water). Conditions: time 30 minute. Product: O1CCC(CC1)CN1C(COC2=C1C=C(C=C2)N)=O (4-(tetrahydropyran-4-ylmethyl)-6-amino-3,4-dihydro-2H-1,4-benzoxazin-3-one). Isolated yield 63.5%. As a reaction SMILES: [NH2:1][C:2]1[CH:3]=[CH:4][C:5]2[O:10][CH2:9][C:8](=[O:11])[NH:7][C:6]=2[CH:12]=1.CN(C)C=O.[H-].[Na+].Br[CH2:21][CH:22]1[CH2:27][CH2:26][O:25][CH2:24][CH2:23]1>O>[O:25]1[CH2:26][CH2:27][CH:22]([CH2:21][N:7]2[C:6]3[CH:12]=[C:2]([NH2:1])[CH:3]=[CH:4][C:5]=3[O:10][CH2:9][C:8]2=[O:11])[CH2:23][CH2:24]1 |f:2.3|. Procedure details: 4.9 g (0.03 mol) of 6-amino-3,4-dihydro-2H-1,4-benzoxazin-3-one is introduced into 50 ml of dimethylformamide. At 5° C., 0.79 g (0.033 mol) of sodium hydride is added, and the mixture is stirred for 30 minutes at this temperature. Subsequently, 5.9 g (0.033 mol) of 4-bromomethyltetrahydropyran is added, the mixture is stirred for 3 hours at 60° C., 200 ml of water is added, extraction is carried out twice with methylene chloride, followed by drying and evaporation of the solvent under reduced pr... Starting materials: S1C=NC=C1C(=O)O (5-thiazolecarboxylic acid), N,N'-carbonyldiimidazole, NC1=NC2=NC(=CC=C2C=C1)Cl (2-amino-7-chloro-1,8-naphthyridine). Run in O (water). The product is ClC1=CC=C2C=CC(=NC2=N1)NC(=O)C1=CN=CS1 (N-(7-Chloro-1,8-naphthyridin-2-yl)-5-thiazolecarboxamide). Yield: 68.0%. Reaction SMILES: [S:1]1[C:5]([C:6]([OH:8])=O)=[CH:4][N:3]=[CH:2]1.[NH2:9][C:10]1[CH:19]=[CH:18][C:17]2[C:12](=[N:13][C:14]([Cl:20])=[CH:15][CH:16]=2)[N:11]=1>O>[Cl:20][C:14]1[N:13]=[C:12]2[C:17]([CH:18]=[CH:19][C:10]([NH:9][C:6]([C:5]3[S:1][CH:2]=[N:3][CH:4]=3)=[O:8])=[N:11]2)=[CH:16][CH:15]=1. Procedure details: The procedure is similar to that described in Example 2, but starting with 5-thiazolecarboxylic acid (4.5 g), N,N'-carbonyldiimidazole (6.8 g) and 2-amino-7-chloro-1,8-naphthyridine (5 g). The product obtained by precipitation in water is purified by recrystallization in a dimethylformamide/acetonitrile (5:5 by volume) mixture (120 cc). N-(7-Chloro-1,8-naphthyridin-2-yl)-5-thiazolecarboxamide (5.5 g), m.p. 292° C., is thereby obtained. Reactants: Cl (hydrochloric acid), BrCC(=O)OC(C)(C)C (tert.-butyl bromoacetate), [OH-].[Na+] (sodium hydroxide), COC1=CC=C(C=C1)C1=C(OC=2N=CN=C(C21)OC(CC(C)O)C)C2=CC=CC=C2 (4-{[5-(4-methoxyphenyl)-6-phenylfuro[2,3-d]pyrimidin-4-yl]oxy}pentan-2-ol). Reagents/catalysts: S(=O)(=O)(O)[O-].C(CCC)[N+](CCCC)(CCCC)CCCC (tetra-n-butylammonium hydrogensulphate). Run in C1(=CC=CC=C1)C (toluene). Reaction conditions: temperature 70 celsius, time 15 hour. The product is COC1=CC=C(C=C1)C1=C(OC=2N=CN=C(C21)OC(CC(OCC(=O)O)C)C)C2=CC=CC=C2 ((3-{[5-(4-Methoxyphenyl)-6-phenylfuro[2,3-d]pyrimidin-4-yl]oxy}-1-methylbutoxy)acetic acid). Reaction SMILES: [OH-].[Na+].[CH3:3][O:4][C:5]1[CH:10]=[CH:9][C:8]([C:11]2[C:19]3[C:18]([O:20][CH:21]([CH3:26])[CH2:22][CH:23]([OH:25])[CH3:24])=[N:17][CH:16]=[N:15][C:14]=3[O:13][C:12]=2[C:27]2[CH:32]=[CH:31][CH:30]=[CH:29][CH:28]=2)=[CH:7][CH:6]=1.Br[CH2:34][C:35]([O:37]C(C)(C)C)=[O:36].Cl>C1(C)C=CC=CC=1.S([O-])(O)(=O)=O.C([N+](CCCC)(CCCC)CCCC)CCC>[CH3:3][O:4][C:5]1[CH:6]=[CH:7][C:8]([C:11]2[C:19]3[C:18]([O:20][CH:21]([CH3:26])[CH2:22][CH:23]([CH3:24])[O:25][CH2:34][C:35]([OH:37])=[O:36])=[N:17][CH:16]=[N:15][C:14]=3[O:13][C:12]=2[C:27]2[CH:32]=[CH:31][CH:30]=[CH:29][CH:28]=2)=[CH:9][CH:10]=1 |f:0.1,6.7|. Reported procedure: Add 4.8 ml of 11.25 N sodium hydroxide solution to a solution of 2.19 g (5.41 mmol) 4-{[5-(4-methoxyphenyl)-6-phenylfuro[2,3-d]pyrimidin-4-yl]oxy}pentan-2-ol in 20 ml toluene. After adding 184 mg (0.54 mmol) tetra-n-butylammonium hydrogensulphate and 2.11 g (10.83 mmol) tert.-butyl bromoacetate, stir the reaction mixture for 15 h at 70° C. After cooling to room temperature, adjust to pH 7 with concentrated hydrochloric acid and extract three times with 50 ml dichloromethane each time. Wash the c...